The task is: describe an organic reaction: reactants, conditions, products, and yield. This data is from the Open Reaction Database (ORD), a public repository of structured organic reaction records. The reactants are CC(=O)O[BH-](OC(C)=O)OC(C)=O, O=Cc1ccc(OC2CCCc3ccccc32)cc1, ClCCCl, [Na+], O=C1NCN(c2ccccc2)C12CCNCC2. The product is O=C1NCN(c2ccccc2)C12CCN(Cc1ccc(OC3CCCc4ccccc43)cc1)CC2. RXN SMILES: [C:37]([O:38][BH-:39]([O:40][C:41](=[O:42])[CH3:43])[O:44][C:45](=[O:46])[CH3:47])(=[O:48])[CH3:49].[CH:1]1([O:11][c:12]2[cH:13][cH:14][c:15]([CH:16]=[O:17])[cH:18][cH:19]2)[CH2:2][CH2:3][CH2:4][c:5]2[cH:6][cH:7][cH:8][cH:9][c:10]21.[Cl:51][CH2:52][CH2:53][Cl:54].[Na+:50].[c:20]1([N:26]2[CH2:27][NH:28][C:29](=[O:36])[C:30]23[CH2:31][CH2:32][NH:33][CH2:34][CH2:35]3)[cH:21][cH:22][cH:23][cH:24][cH:25]1>>[CH:1]1([O:11][c:12]2[cH:13][cH:14][c:15]([CH2:16][N:33]3[CH2:32][CH2:31][C:30]4([N:26]([c:20]5[cH:21][cH:22][cH:23][cH:24][cH:25]5)[CH2:27][NH:28][C:29]4=[O:36])[CH2:35][CH2:34]3)[cH:18][cH:19]2)[CH2:2][CH2:3][CH2:4][c:5]2[cH:6][cH:7][cH:8][cH:9][c:10]21. Starting materials: CC#N, C#CC1CCC(C#N)N1C(=O)CCl, CC1(N)CCN(c2cncc(C#N)c2)CC1. Yields the product C#CC1CCC(C#N)N1C(=O)CNC1(C)CCN(c2cncc(C#N)c2)CC1, Cl. Reaction SMILES: [CH3:30][C:31]#[N:32].[Cl:1][CH2:2][C:3](=[O:4])[N:5]1[CH:6]([C:12]#[N:13])[CH2:7][CH2:8][CH:9]1[C:10]#[CH:11].[NH2:14][C:15]1([CH3:29])[CH2:16][CH2:17][N:18]([c:21]2[cH:22][n:23][cH:24][c:25]([C:27]#[N:28])[cH:26]2)[CH2:19][CH2:20]1>>[CH2:2]([C:3](=[O:4])[N:5]1[CH:6]([C:12]#[N:13])[CH2:7][CH2:8][CH:9]1[C:10]#[CH:11])[NH:14][C:15]1([CH3:29])[CH2:16][CH2:17][N:18]([c:21]2[cH:22][n:23][cH:24][c:25]([C:27]#[N:28])[cH:26]2)[CH2:19][CH2:20]1.[ClH:1]. The reactants are C1CCOC1, CC(=O)OC(C)=O, COc1ccc([N+](=O)[O-])c(OC)c1C(=O)O, c1ccncc1. Product: COc1ccc(NC(C)=O)c(OC)c1C(=O)O. As a reaction SMILES: [CH2:30]1[O:31][CH2:32][CH2:33][CH2:34]1.[CH3:17][C:18](=[O:19])[O:20][C:21](=[O:22])[CH3:23].[CH3:1][O:2][c:3]1[c:4]([C:5](=[O:6])[OH:7])[c:8]([O:15][CH3:16])[cH:9][cH:10][c:11]1[N+:12]([O-:13])=[O:14].[cH:24]1[cH:25][cH:26][n:27][cH:28][cH:29]1>>[CH3:1][O:2][c:3]1[c:4]([C:5](=[O:6])[OH:7])[c:8]([O:15][CH3:16])[cH:9][cH:10][c:11]1[NH:12][C:18]([CH3:17])=[O:19]. Reactants: ClC1=CC=C(C=C1)C(C(C(=O)OCC)C)C1=CNC2=C(C=CC=C12)CSC (Ethyl 3-(4-chlorophenyl)-2-methyl-3-{7-[(methylsulfanyl)methyl]-1H-indol-3-yl}propanoate), BrC=1SC(=CN1)C(CCO)C1=CNC2=C(C=CC=C12)CSC (3-(2-Bromo-1,3-thiazol-5-yl)-3-{7-[(methylsulfanyl)methyl]-1H-indol-3-yl}propan-1-ol). Product: ClC1=CC=C(C=C1)C(C(CO)C)C1=CNC2=C(C=CC=C12)CSC (3-(4-Chlorophenyl)-2-methyl-3-{7-[(methylsulfanyl)methyl]-1H-indol-3-yl}propan-1-ol). As a reaction SMILES: [Cl:1][C:2]1[CH:7]=[CH:6][C:5]([CH:8]([C:16]2[C:24]3[C:19](=[C:20]([CH2:25][S:26][CH3:27])[CH:21]=[CH:22][CH:23]=3)[NH:18][CH:17]=2)[CH:9]([CH3:15])[C:10](OCC)=[O:11])=[CH:4][CH:3]=1.BrC1SC(C(C2C3C(=C(CSC)C=CC=3)NC=2)CCO)=CN=1>>[Cl:1][C:2]1[CH:3]=[CH:4][C:5]([CH:8]([C:16]2[C:24]3[C:19](=[C:20]([CH2:25][S:26][CH3:27])[CH:21]=[CH:22][CH:23]=3)[NH:18][CH:17]=2)[CH:9]([CH3:15])[CH2:10][OH:11])=[CH:6][CH:7]=1. Procedure details: The title compound was prepared starting from 395 mg (0.98 mmol) of the compound from Example 32A in analogy to the synthesis of the compound from Example 19. 222 mg (63% of theory) of the title compound were obtained as mixture of diastereomers. The reactants are N=C(c1ccccc1)c1ccccc1, CCOC(=O)Cc1ccc(OC)c(Oc2ccc(Br)cc2CN2CCOC2=O)c1. Product: CCOC(=O)Cc1ccc(OC)c(Oc2ccc(N=C(c3ccccc3)c3ccccc3)cc2CN2CCOC2=O)c1. As a reaction SMILES: [C:30]([c:31]1[cH:32][cH:33][cH:34][cH:35][cH:36]1)([c:37]1[cH:38][cH:39][cH:40][cH:41][cH:42]1)=[NH:43].[CH2:1]([CH3:2])[O:3][C:4]([CH2:5][c:6]1[cH:7][c:8]([O:14][c:15]2[c:16]([CH2:22][N:23]3[C:24](=[O:28])[O:25][CH2:26][CH2:27]3)[cH:17][c:18]([Br:21])[cH:19][cH:20]2)[c:9]([O:12][CH3:13])[cH:10][cH:11]1)=[O:29]>>[CH2:1]([CH3:2])[O:3][C:4]([CH2:5][c:6]1[cH:7][c:8]([O:14][c:15]2[c:16]([CH2:22][N:23]3[C:24](=[O:28])[O:25][CH2:26][CH2:27]3)[cH:17][c:18]([N:43]=[C:30]([c:31]3[cH:32][cH:33][cH:34][cH:35][cH:36]3)[c:37]3[cH:38][cH:39][cH:40][cH:41][cH:42]3)[cH:19][cH:20]2)[c:9]([O:12][CH3:13])[cH:10][cH:11]1)=[O:29]. The reactants are Grignard reagent, BrC1=CC=C(C=C1)F (1-bromo-4-fluorobenzene), CC=1C=C(C=C(C1)C)S(=O)C1=CC(=CC(=C1)C)C (bis(3,5-dimethylphenyl) sulfoxide), C[Si](C)(C)Cl (trimethylsilyl chloride), Cl (hydrochloric acid). The solvent is C(Cl)Cl (methylene chloride). Run at time 30 minute. Product: [Br-].CC=1C=C(C=C(C1)C)[S+](C1=CC=C(C=C1)F)C1=CC(=CC(=C1)C)C (bis(3,5-dimethylphenyl)-(4-fluorophenyl)-sulfonium bromide). Reaction SMILES: [Br:1][C:2]1[CH:7]=[CH:6][C:5]([F:8])=[CH:4][CH:3]=1.[CH3:9][C:10]1[CH:11]=[C:12]([S:17]([C:19]2[CH:24]=[C:23]([CH3:25])[CH:22]=[C:21]([CH3:26])[CH:20]=2)=O)[CH:13]=[C:14]([CH3:16])[CH:15]=1.C[Si](Cl)(C)C.Cl>C(Cl)Cl>[Br-:1].[CH3:26][C:21]1[CH:20]=[C:19]([S+:17]([C:12]2[CH:11]=[C:10]([CH3:9])[CH:15]=[C:14]([CH3:16])[CH:13]=2)[C:2]2[CH:7]=[CH:6][C:5]([F:8])=[CH:4][CH:3]=2)[CH:24]=[C:23]([CH3:25])[CH:22]=1 |f:5.6|. Procedure details: To a Grignard reagent prepared from 79 g of 1-bromo-4-fluorobenzene, 13 g of bis(3,5-dimethylphenyl) sulfoxide obtained in Synthesis Example 1-46 and 50 g of methylene chloride were added. Under ice cooling, 16 g of trimethylsilyl chloride was added dropwise to the solution, which was aged for 30 minutes. To the reaction solution, 50 g of 3 wt % dilute hydrochloric acid was added to quench the reaction. The organic layer was separated. Without further purification, it was ready for use in the su... Yields the product CC=1OC2=C(C1C)C=CC=C2C(CN)O (2,3-dimethyl-7-(2-amino-1-hydroxyethyl)benzofuran). Procedure: 1 g (4 mmol) of 2,3-dimethyl-7-(2-allylamino-1-hydroxyethyl)benzofuran, 85 mg (0.092 mmol) of Wilkinson's catalyst (tris(triphenylphosphine)rhodium(I)) and 25 ml of an acetonitrile/water (84/16) mixture are introduced into a 100 ml three-necked flask equipped with a distillation system and a 50 ml dropping funnel. 30 ml of the same acetonitrile/water (84/16) mixture are placed in the dropping funnel. The solution is stirred at reflux, under a nitrogen stream, for 1 h 30, small amounts of acetoni... Reagents/catalysts: C1=CC=C(C=C1)P(C2=CC=CC=C2)C3=CC=CC=C3.C1=CC=C(C=C1)P(C2=CC=CC=C2)C3=CC=CC=C3.C1=CC=C(C=C1)P(C2=CC=CC=C2)C3=CC=CC=C3.[Cl-].[Rh] (Wilkinson's catalyst). RXN SMILES: [CH3:1][C:2]1[O:3][C:4]2[C:11]([CH:12]([OH:18])[CH2:13][NH:14]CC=C)=[CH:10][CH:9]=[CH:8][C:5]=2[C:6]=1[CH3:7]>C1C=CC(P(C2C=CC=CC=2)C2C=CC=CC=2)=CC=1.C1C=CC(P(C2C=CC=CC=2)C2C=CC=CC=2)=CC=1.C1C=CC(P(C2C=CC=CC=2)C2C=CC=CC=2)=CC=1.[Cl-].[Rh].C(#N)C.O>[CH3:1][C:2]1[O:3][C:4]2[C:11]([CH:12]([OH:18])[CH2:13][NH2:14])=[CH:10][CH:9]=[CH:8][C:5]=2[C:6]=1[CH3:7] |f:1.2.3.4.5,6.7|. Solvent: C(C)#N.O (acetonitrile water), C(C)#N.O (acetonitrile water), C(C)#N.O (acetonitrile water). Reactants: CC=1OC2=C(C1C)C=CC=C2C(CNCC=C)O (2,3-dimethyl-7-(2-allylamino-1-hydroxyethyl)benzofuran). The yield is 43.1%.